Task: describe an organic reaction: reactants, conditions, products, and yield. Dataset: the Open Reaction Database (ORD), a public repository of structured organic reaction records The reactants are OC1C=CC(N1)=O (1,5-dihydro-5-hydroxy-2H-pyrrol-2-one), C(C)(C)O (isopropanol). Reaction conditions: time 3 hour. The product is C(C)(C)OC1C=CC(N1)=O (1,5-dihydro-5-isopropyloxy-2H-pyrrol-2-one). RXN SMILES: [OH:1][CH:2]1[NH:6][C:5](=[O:7])[CH:4]=[CH:3]1.[CH:8](O)([CH3:10])[CH3:9]>>[CH:8]([O:1][CH:2]1[NH:6][C:5](=[O:7])[CH:4]=[CH:3]1)([CH3:10])[CH3:9]. Procedure details: A mixture of 3 g of 1,5-dihydro-5-hydroxy-2H-pyrrol-2-one, 1.5 g of Amberlite IR 120 H and 60 cm3 of isopropanol is taken to 45°-50° C. for 3 hours. After cooling, filtering and evaporating to dryness, 1.8 g of the expected product is obtained, m.p. 79°-81° C., crystallized from isopropanol. Starting materials: C[Si](N[Si](C)(C)C)(C)C (hexamethyldisilazane), C1(=CC=C(C=C1)S(=O)(=O)O)C (p-toluenesulfonic acid), C(C)N(CC)CCCN (diethylaminopropylamine), COC1=NC=CC2=C(C3=C(C=C12)C1=C(N3)C=CN=C1)C (10-methoxy 6-methyl 5H-pyrido[3',4':4,5]pyrrolo[2,3-g]isoquinoline), [I-].[Na+] (sodium iodide), C[Si](C)(C)Cl (trimethylsilylchloride). Run in C(C)#N (acetonitrile). Reaction conditions: time 1 hour. Yields the product C(C)N(CCCNC1=NC=CC2=CC3=C(C=C12)C1=C(N3)C=CN=C1)CC (10-(3-diethylamino-propylamino) 5H-pyrido[3',4':4,5]pyrrolo[2,3-g]isoquinoline). As a reaction SMILES: CO[C:3]1[C:12]2[C:7](=[C:8](C)[C:9]3[NH:15][C:14]4[CH:16]=[CH:17][N:18]=[CH:19][C:13]=4[C:10]=3[CH:11]=2)[CH:6]=[CH:5][N:4]=1.[I-].[Na+].C[Si](Cl)(C)C.C[Si](C)(C)N[Si](C)(C)C.C1(C)C=CC(S(O)(=O)=O)=CC=1.[CH2:48]([N:50]([CH2:53][CH2:54][CH2:55][NH2:56])[CH2:51][CH3:52])[CH3:49]>C(#N)C>[CH2:48]([N:50]([CH2:51][CH3:52])[CH2:53][CH2:54][CH2:55][NH:56][C:3]1[C:12]2[C:7](=[CH:8][C:9]3[NH:15][C:14]4[CH:16]=[CH:17][N:18]=[CH:19][C:13]=4[C:10]=3[CH:11]=2)[CH:6]=[CH:5][N:4]=1)[CH3:49] |f:1.2|. Procedure details: 0.87 g (0.0033 mole) of 10-methoxy 6-methyl 5H-pyrido[3',4':4,5]pyrrolo[2,3-g]isoquinoline and 0.495 g (0.003 mole) of sodium iodide are suspended in 25 ml of acetonitrile and 4.2 ml (0.33 mole) of trimethylsilylchloride, and then heated at 40° C. for 17 hours. 10.5 ml (0.050 mole) of hexamethyldisilazane, 0.113 g (6×10-4 mole) of anhydrous p-toluenesulfonic acid and 22.4 ml (0.14 mole) of diethylaminopropylamine are then added. After distillation of the acetonitrile, the mixture is heated at re... The reactants are CC(C)=O, CCCCCC(=O)C=CCl, [I-], [Na+]. The product is CCCCCC(=O)C=CI. Reaction SMILES: [CH3:13][C:14](=[O:15])[CH3:16].[Cl:1][CH:2]=[CH:3][C:4]([CH2:5][CH2:6][CH2:7][CH2:8][CH3:9])=[O:10].[I-:12].[Na+:11]>>[CH:2](=[CH:3][C:4]([CH2:5][CH2:6][CH2:7][CH2:8][CH3:9])=[O:10])[I:12]. RXN SMILES: Br[CH2:2][CH2:3][CH2:4][C:5]([OH:7])=O.S(Cl)(Cl)=O.[NH2:12][C:13]1[CH:18]=[CH:17][C:16]([S:19]([NH:22][C:23]2[CH:28]=[CH:27][CH:26]=[CH:25][C:24]=2[C:29](=[O:36])[C:30]2[CH:35]=[CH:34][CH:33]=[CH:32][CH:31]=2)(=[O:21])=[O:20])=[CH:15][CH:14]=1>CN(P(N(C)C)(N(C)C)=O)C.C(#N)C>[C:29]([C:24]1[CH:25]=[CH:26][CH:27]=[CH:28][C:23]=1[NH:22][S:19]([C:16]1[CH:17]=[CH:18][C:13]([N:12]2[CH2:2][CH2:3][CH2:4][C:5]2=[O:7])=[CH:14][CH:15]=1)(=[O:21])=[O:20])(=[O:36])[C:30]1[CH:35]=[CH:34][CH:33]=[CH:32][CH:31]=1 |f:3.4|. Run at time 8 hour. Run in CN(C)P(=O)(N(C)C)N(C)C.C(C)#N (HMPA acetonitrile). Product: C(C1=CC=CC=C1)(=O)C1=C(C=CC=C1)NS(=O)(=O)C1=CC=C(C=C1)N1C(CCC1)=O (N-(2-benzoylphenyl)-4-(2-oxopyrrolidin-1-yl)benzenesulfonamide). Starting materials: S(=O)(Cl)Cl (thionyl chloride), BrCCCC(=O)O (4-bromo-butanoic acid), NC1=CC=C(C=C1)S(=O)(=O)NC1=C(C=CC=C1)C(C1=CC=CC=C1)=O (4-amino-N-(2-benzoylphenyl)benzenesulfonamide). Procedure details: A solution of 474 mg (2.84 mmol) of 4-bromo-butanoic acid in 6 mL of 5:1 HMPA/acetonitrile was cooled to 0 deg and thionyl chloride (0.207 mL, 2.84 mmol) was added. The reaction mixture was warmed to room temperature, and transferred to a flask containing 250 mg (0.709 mmol) of neat 4-amino-N-(2-benzoylphenyl)benzenesulfonamide. The solution was allowed to stir overnight. The reaction was quenched w/saturated sodium bicarbonate and diluted with EtOAc (˜100 mL), washed with water (3×20 mL) and br... Reactants: C(C(C)C)OC1=CC=CC=C1 (isobutoxybenzene), ClS(=O)(=O)O (chlorosulfonic acid), ClS(=O)(=O)O (chlorosulfonic acid). Run in ClCCl (dichloromethane). Run at temperature -45 celsius, time 1 hour. Product: C(C(C)C)OC1=CC=C(C=C1)S(=O)(=O)Cl (4-isobutoxybenzene-1-sulfonyl chloride). Isolated yield 27.5%. Reaction SMILES: [CH2:1]([O:5][C:6]1[CH:11]=[CH:10][CH:9]=[CH:8][CH:7]=1)[CH:2]([CH3:4])[CH3:3].[Cl:12][S:13](O)(=[O:15])=[O:14]>ClCCl>[CH2:1]([O:5][C:6]1[CH:11]=[CH:10][C:9]([S:13]([Cl:12])(=[O:15])=[O:14])=[CH:8][CH:7]=1)[CH:2]([CH3:4])[CH3:3]. Procedure: To a stirring solution of isobutoxybenzene (0.60 g, 4.0 mmol) in dichloromethane (5 mL) at −45° C. was added chlorosulfonic acid (0.6 mL, 9.1 mmol) dropwise, and the reaction mixture was stirred at −45° C. for 1 h. The reaction mixture was then warmed to 0° C. and additional chlorosulfonic acid (0.6 mL, 9.1 mmol) was added dropwise. The reaction mixture was then stirred at 0° C. for 1 h and poured into ice. The aqueous layer was extracted with ethyl acetate and the organic layer was dried (Na2SO... RXN SMILES: [Cl:1][c:2]1[cH:3][c:4]([CH2:5][OH:6])[cH:7][c:8]([Cl:22])[c:9]1[O:10][c:11]1[cH:12][c:13]([CH:19]([CH3:20])[CH3:21])[c:14]([O:17][CH3:18])[cH:15][cH:16]1.[I-:38].[Na+:37].[O:23]=[P:24]12[O:25][P:26]3(=[O:36])[O:27][P:28](=[O:34])([O:29][P:30](=[O:33])([O:31]3)[O:32]1)[O:35]2>>[Cl:1][c:2]1[cH:3][c:4]([CH2:5][I:38])[cH:7][c:8]([Cl:22])[c:9]1[O:10][c:11]1[cH:12][c:13]([CH:19]([CH3:20])[CH3:21])[c:14]([O:17][CH3:18])[cH:15][cH:16]1. Yields the product COc1ccc(Oc2c(Cl)cc(CI)cc2Cl)cc1C(C)C. Starting materials: COc1ccc(Oc2c(Cl)cc(CO)cc2Cl)cc1C(C)C, [I-], [Na+], O=P12OP3(=O)OP(=O)(O1)OP(=O)(O2)O3.